The task is: describe an organic reaction: reactants, conditions, products, and yield. This data is from the Open Reaction Database (ORD), a public repository of structured organic reaction records. Reactants: CI (methyliodide), ice water, [N+](=O)([O-])CC(CCC)=O (1-nitro-2-pentanone), [OH-].[Na+] (sodium hydroxide), CS(=O)C (dimethylsulfoxide), C(=S)=S (carbon disulfide). Reaction conditions: time 2 hour. Procedure details: To a solution of 13.1 g of 1-nitro-2-pentanone in 200 ml of dimethylsulfoxide was added dropwise 44 g of 20% sodium hydroxide solution at 10°-20° C. 12 g of carbon disulfide was then added dropwise to the solution at 10° C. and the mixture was stirred for 2 hours at 0°-10° C. 57 g of methyliodide was dropped into the mixture with ice cooling and the reaction mixture was allowed to stand overnight at room temperature. This was then poured into ice water and the organic layer was extracted with di... The product is C(CCC)(=O)C(=C(SC)SC)[N+](=O)[O-] (1-butyroyl-1-nitro-2,2-bis(methylthio)ethylene). RXN SMILES: [N+:1]([CH2:4][C:5](=[O:9])[CH2:6][CH2:7][CH3:8])([O-:3])=[O:2].[OH-].[Na+].[C:12](=S)=[S:13].CI.[CH3:17][S:18]([CH3:20])=O>>[C:5]([C:4]([N+:1]([O-:3])=[O:2])=[C:17]([S:13][CH3:12])[S:18][CH3:20])(=[O:9])[CH2:6][CH2:7][CH3:8] |f:1.2|. Reactants: CC1=CC=C(O1)C=CC(=O)O (β-(5-methyl-2-furyl) acrylic acid). The reagents and catalysts are [Ni] (Raney nickel). The solvent is O (H2O), [OH-].[Na+] (NaOH), O (H2O), [OH-].[Na+] (NaOH), [OH-].[Na+] (NaOH). The product is CC1=CC=C(O1)CCC(=O)O (β-(5-methyl-2-furyl) propionic acid). The yield is 45.3%. Reaction SMILES: [CH3:1][C:2]1[O:6][C:5]([CH:7]=[CH:8][C:9]([OH:11])=[O:10])=[CH:4][CH:3]=1>O.[OH-].[Na+].[Ni]>[CH3:1][C:2]1[O:6][C:5]([CH2:7][CH2:8][C:9]([OH:11])=[O:10])=[CH:4][CH:3]=1 |f:2.3|. Procedure details: 14.6 g of β-(5-methyl-2-furyl) acrylic acid, prepared in accordance with the procedures of Example 1, were dissolved in 100 ml H2O containing 4 g of NaOH. 10 g of Raney nickel alloy were then added. The resulting suspension was stirred in an ice-bath and a solution of 8 g of NaOH and 30 ml H2O was slowly added to the stirred solution, while the temperature thereof is maintained at below 20° C. On completion of the addition of the NaOH to the reaction mixture the temperature was permitted to rise... Reactants: O=C(n1ccnc1)n1ccnc1, CCOC(C)=O, CO, CN(CCN)CCC(c1ccc(Cl)cc1)c1ccccn1, N=C(N)Nc1nc(CSCCN)cs1. Product: CN(CCNC(=O)NCCSCc1csc(NC(=N)N)n1)CCC(c1ccc(Cl)cc1)c1ccccn1. Reaction SMILES: [C:22](=[O:23])([n:24]1[cH:25][cH:26][n:27][cH:28]1)[n:29]1[cH:30][cH:31][n:32][cH:33]1.[C:50]([O:51][CH2:52][CH3:53])(=[O:54])[CH3:55].[CH3:48][OH:49].[Cl:1][c:2]1[cH:3][cH:4][c:5]([CH:8]([CH2:9][CH2:10][N:11]([CH2:12][CH2:13][NH2:14])[CH3:15])[c:16]2[n:17][cH:18][cH:19][cH:20][cH:21]2)[cH:6][cH:7]1.[NH:34]([C:35](=[NH:36])[NH2:37])[c:38]1[s:39][cH:40][c:41]([CH2:43][S:44][CH2:45][CH2:46][NH2:47])[n:42]1>>[Cl:1][c:2]1[cH:3][cH:4][c:5]([CH:8]([CH2:9][CH2:10][N:11]([CH2:12][CH2:13][NH:14][C:22](=[O:23])[NH:47][CH2:46][CH2:45][S:44][CH2:43][c:41]2[cH:40][s:39][c:38]([NH:34][C:35](=[NH:36])[NH2:37])[n:42]2)[CH3:15])[c:16]2[n:17][cH:18][cH:19][cH:20][cH:21]2)[cH:6][cH:7]1. Starting materials: ClC1=C(C(=O)O)C=CC=C1 (2-chlorobenzoic acid), CC1=NC=C(C=N1)C(CN)CC1(CC1)C(F)(F)F (2-(2-methyl-pyrimidin-5-yl)-3-(1-trifluoromethyl-cycl opropyl)-propylamine). Product: ClC1=C(C(=O)NCC(CC2(CC2)C(F)(F)F)C=2C=NC(=NC2)C)C=CC=C1 ((−)-2-Chloro-N-[2-(2-methylpyrimidin-5-yl)-3-[1-(trifluoromethyl)cyclopropyl]propyl]benzamide). Reaction SMILES: [Cl:1][C:2]1[CH:10]=[CH:9][CH:8]=[CH:7][C:3]=1[C:4]([OH:6])=O.[CH3:11][C:12]1[N:17]=[CH:16][C:15]([CH:18]([CH2:21][C:22]2([C:25]([F:28])([F:27])[F:26])[CH2:24][CH2:23]2)[CH2:19][NH2:20])=[CH:14][N:13]=1>>[Cl:1][C:2]1[CH:10]=[CH:9][CH:8]=[CH:7][C:3]=1[C:4]([NH:20][CH2:19][CH:18]([C:15]1[CH:16]=[N:17][C:12]([CH3:11])=[N:13][CH:14]=1)[CH2:21][C:22]1([C:25]([F:26])([F:27])[F:28])[CH2:24][CH2:23]1)=[O:6]. Reported procedure: The racemic mixture which was prepared in a similar manner to example 3a from 2-chlorobenzoic acid and 2-(2-methyl-pyrimidin-5-yl)-3-(1-trifluoromethyl-cycl opropyl)-propylamine was separated into the two enantiomers by preparative SFC to yield the title compound. LCMS (MH+): m/z=398.1, tR (minutes, Method F)=2.55. [α]D20=−25.5 (c=5.1 mg/mL,CHCl3) Starting materials: O=C1NC2=C(N1C1CCN(CC1)CC1=CC=C(C=C1)C1=NC=C(C#N)C=C1C1=CC=CC=C1)C=CC=C2 (6-(4-{[4-(2-oxo-2,3-Dihydro-1H-benzimidazol-1-yl)piperidin-1-yl]methyl}phenyl)-5-phenylnicotinonitrile), [N-]=[N+]=[N-].[Na+].O (NaN3 water). The reagents and catalysts are [Zn+2].[Br-].[Br-].O (ZnBr2 water). Yields the product C1(=CC=CC=C1)C=1C(=NC=C(C1)C1=NN=NN1)C1=CC=C(CN2CCC(CC2)N2C(NC3=C2C=CC=C3)=O)C=C1 (1-(1-{4-[3-Phenyl-5-(1H-tetrazol-5-yl)pyridin-2-yl]benzyl)piperidin-4-yl)-1,3-dihydro-2H-benzimidazol-2-one). Reaction SMILES: [O:1]=[C:2]1[N:6]([CH:7]2[CH2:12][CH2:11][N:10]([CH2:13][C:14]3[CH:19]=[CH:18][C:17]([C:20]4[C:27]([C:28]5[CH:33]=[CH:32][CH:31]=[CH:30][CH:29]=5)=[CH:26][C:23]([C:24]#[N:25])=[CH:22][N:21]=4)=[CH:16][CH:15]=3)[CH2:9][CH2:8]2)[C:5]2[CH:34]=[CH:35][CH:36]=[CH:37][C:4]=2[NH:3]1.[N-:38]=[N+:39]=[N-:40].[Na+].O>[Zn+2].[Br-].[Br-].O>[C:28]1([C:27]2[C:20]([C:17]3[CH:16]=[CH:15][C:14]([CH2:13][N:10]4[CH2:9][CH2:8][CH:7]([N:6]5[C:5]6[CH:34]=[CH:35][CH:36]=[CH:37][C:4]=6[NH:3][C:2]5=[O:1])[CH2:12][CH2:11]4)=[CH:19][CH:18]=3)=[N:21][CH:22]=[C:23]([C:24]3[NH:40][N:39]=[N:38][N:25]=3)[CH:26]=2)[CH:29]=[CH:30][CH:31]=[CH:32][CH:33]=1 |f:1.2.3,4.5.6.7|. Procedure: A mixture of 6-(4-{[4-(2-oxo-2,3-dihydro-1H-benzimidazol-1-yl)piperidin-1-yl]methyl}phenyl)-5-phenylnicotinonitrile (1-5; TFA salt) (71 mg, 0.1 mmol), 2M of NaN3 water solution (0.75 mL, 1.5 mmol), 2M of ZnBr2 water solution (0.5 mL, 1.0 mmol) was microwaved (Smith-Synthesizer) at 165° C. for 15 min. After this time, the solution was concentrated. The residue was re-dissolved in DMSO (1 mL) and purified by LCMS to afford the pure desired product (1-6; TFA salt) as a slightly yellow solid. Analyt...